This data is from the Open Reaction Database (ORD), a public repository of structured organic reaction records. The task is: describe an organic reaction: reactants, conditions, products, and yield Starting materials: ClC1=NC=2N(C(=C1)NC1=NNC(=C1)C)C=CN2 ((7-Chloro-imidazo[1,2-a]pyrimidin-5-yl)-(5-methyl-1H-pyrazol-3-yl)-amine), SC1=CC=C(C=C1)NC(=O)C1CC1 (N-(4-mercaptophenyl)cyclopropane carboxamide), C([O-])([O-])=O.[K+].[K+] (potassium carbonate). Run in CN(C)C=O (DMF). Conditions: temperature 190 celsius. Product: CC1=CC(=NN1)NC1=CC(=NC=2N1C=CN2)SC2=CC=C(C=C2)NC(=O)C2CC2 (N-(4-(5-(5-Methyl-1H-pyrazol-3-ylamino)imidazo[1,2-a]pyrimidin-7-ylthio)phenyl)cyclopropane carboxamide), Example 10. As a reaction SMILES: Cl[C:2]1[CH:7]=[C:6]([NH:8][C:9]2[CH:13]=[C:12]([CH3:14])[NH:11][N:10]=2)[N:5]2[CH:15]=[CH:16][N:17]=[C:4]2[N:3]=1.[SH:18][C:19]1[CH:24]=[CH:23][C:22]([NH:25][C:26]([CH:28]2[CH2:30][CH2:29]2)=[O:27])=[CH:21][CH:20]=1.C(=O)([O-])[O-].[K+].[K+]>CN(C=O)C>[CH3:14][C:12]1[NH:11][N:10]=[C:9]([NH:8][C:6]2[N:5]3[CH:15]=[CH:16][N:17]=[C:4]3[N:3]=[C:2]([S:18][C:19]3[CH:20]=[CH:21][C:22]([NH:25][C:26]([CH:28]4[CH2:29][CH2:30]4)=[O:27])=[CH:23][CH:24]=3)[CH:7]=2)[CH:13]=1 |f:2.3.4|. Procedure details: A mixture of (7-Chloro-imidazo[1,2-a]pyrimidin-5-yl)-(5-methyl-1H-pyrazol-3-yl)-amine (73 mg, 0.29 mmol), N-(4-mercaptophenyl)cyclopropane carboxamide (170 mg, 0.88 mmol), potassium carbonate (81 mg, 0.58 mmol) in DMF (1 ml) was heated with microwave at 190° C. for 30 minutes. The reaction mixture was then purified by HPLC to give the title compound Example 10 as an off-white solid (110 mg). 1H NMR (400 MHz, DMSO) δ 10.54 (s, 1H) 8.26 (d, J=2.8 Hz, 1H) 7.97 (d, J=2.4 Hz, 1H) 7.79 (d, J=8.8 Hz, 2... Reactants: FC(F)(F)c1ncnc(Cl)c1Br, CO, C[O-], [Na+]. Yields the product COc1ncnc(C(F)(F)F)c1Br. RXN SMILES: [Br:4][c:5]1[c:6]([Cl:15])[n:7][cH:8][n:9][c:10]1[C:11]([F:12])([F:13])[F:14].[CH3:16][OH:17].[CH3:1][O-:2].[Na+:3]>>[CH3:1][O:2][c:6]1[c:5]([Br:4])[c:10]([C:11]([F:12])([F:13])[F:14])[n:9][cH:8][n:7]1. Starting materials: Cl (hydrochloric acid), C(C)OC(=O)C=1C(=NOC1C)C=1C=NC=CC1Cl (3-(4-chloro-pyridin-3-yl)-5-methyl-isoxazole-4-carboxylic acid ethyl ester), [OH-].[Na+] (sodium hydroxide), C(C)O (ethanol). Solvent: O1CCCC1 (tetrahydrofuran). The product is ClC1=C(C=NC=C1)C1=NOC(=C1C(=O)O)C (3-(4-Chloro-pyridin-3-yl)-5-methyl-isoxazole-4-carboxylic acid). Reaction SMILES: C([O:3][C:4]([C:6]1[C:7]([C:12]2[CH:13]=[N:14][CH:15]=[CH:16][C:17]=2[Cl:18])=[N:8][O:9][C:10]=1[CH3:11])=[O:5])C.[OH-].[Na+].C(O)C.Cl>O1CCCC1>[Cl:18][C:17]1[CH:16]=[CH:15][N:14]=[CH:13][C:12]=1[C:7]1[C:6]([C:4]([OH:5])=[O:3])=[C:10]([CH3:11])[O:9][N:8]=1 |f:1.2|. Procedure: Combine 3-(4-chloro-pyridin-3-yl)-5-methyl-isoxazole-4-carboxylic acid ethyl ester (0.90 g, 0.003 mol) with aqueous sodium hydroxide (2N, 7.0 mL, 0.014 mol), ethanol (2 mL), and tetrahydrofuran (2 mL) and stir overnight at ambient temperature. Adjust the aqueous mixture to approx. pH 2.5 with aqueous hydrochloric acid. Extract with ethyl acetate and dry the combined extracts over sodium sulfate and concentrate in vacuo. Drying nets the desired isoxazole acid as a light solid (0.78 g, 97%). MS(ES... Reactants: C1(=CC=CC=C1)N(C1=CC=C(C=C1)C1=CC=C(C=C1)N(C1=CC(=CC=C1)OC)C1=CC=CC=C1)C1=CC(=CC=C1)OC (N,N'-diphenyl-N,N'-bis(3-methoxy phenyl)-[1,1'-biphenyl]-4,4'-diamine), [I-].[Na+] (sodium iodide), S1(=O)(=O)CCCC1 (sulfolane), COC=1C=C(C=CC1)N(C1=CC=C(C=C1)C1=CC=C(C=C1)N(C1=CC=CC=C1)C1=CC(=CC=C1)OC)C1=CC=CC=C1 (N,N'-di(3-methoxyphenyl)-N,N'-diphenyl-[1,1-biphenyl]-4,4'-diamine), O (water), O (water). Solvent: CC(=O)C (acetone), CCCCCCC (heptane), C1(=CC=CC=C1)C (toluene). Run at temperature 120 celsius, time 2 hour. Yields the product C1(=CC=CC=C1)N(C1=CC=C(C=C1)C1=CC=C(C=C1)N(C1=CC(=CC=C1)O)C1=CC=CC=C1)C1=CC(=CC=C1)O (N,N'-diphenyl-N,N'-bis(3-hydroxyphenyl)-[1,1'-biphenyl]-4,4'-diamine). The yield is 85.0%. As a reaction SMILES: C[O:2][C:3]1[CH:4]=[C:5]([N:9]([C:37]2[CH:42]=[CH:41][CH:40]=[CH:39][CH:38]=2)[C:10]2[CH:15]=[CH:14][C:13]([C:16]3[CH:21]=[CH:20][C:19]([N:22]([C:29]4[CH:34]=[CH:33][CH:32]=[C:31]([O:35]C)[CH:30]=4)[C:23]4[CH:28]=[CH:27][CH:26]=[CH:25][CH:24]=4)=[CH:18][CH:17]=3)=[CH:12][CH:11]=2)[CH:6]=[CH:7][CH:8]=1.[I-].[Na+].S1(CCCC1)(=O)=O.O>CC(C)=O.CCCCCCC.C1(C)C=CC=CC=1>[C:37]1([N:9]([C:5]2[CH:6]=[CH:7][CH:8]=[C:3]([OH:2])[CH:4]=2)[C:10]2[CH:11]=[CH:12][C:13]([C:16]3[CH:17]=[CH:18][C:19]([N:22]([C:23]4[CH:28]=[CH:27][CH:26]=[CH:25][CH:24]=4)[C:29]4[CH:34]=[CH:33][CH:32]=[C:31]([OH:35])[CH:30]=4)=[CH:20][CH:21]=3)=[CH:14][CH:15]=2)[CH:42]=[CH:41][CH:40]=[CH:39][CH:38]=1 |f:1.2|. Reported procedure: N,N'-diphenyl-N,N'-bis(3-hydroxyphenyl)-[1,1'-biphenyl]-4,4'-diamine was prepared, for example, from the N,N'-di(3-methoxyphenyl)-N,N'-diphenyl-[1,1-biphenyl]-4,4'-diamine by placing into a two liter three-necked round bottom flask, equipped with a mechanical stirrer and an argon gas inlet, 137.5 gms N,N'-diphenyl-N,N'-bis(3-methoxy phenyl)-[1,1'-biphenyl]-4,4'-diamine (0.25 moles), 223.5 gms anhydrons sodium iodide (1.5 moles) and 500 millileters warm sulfolane (distilled). The contents of the ... Reactants: C(C)(=O)NC1=NC=CC(=C1)C1=C(N=C(N1C)SCC(=O)N(CCO)CCO)C1=CC=C(C=C1)F (2-[5-(2-acetylaminopyridin-4-yl)-4-(4-fluorophenyl)-1-methyl-1H-imidazol-2-ylsulfanyl]-N,N-bis(2-hydroxyethyl)acetamide), [OH-].[Na+] (NaOH). Run in Cl (HCl). Run at time 6 hour. The product is NC1=NC=CC(=C1)C1=C(N=C(N1C)SCC(=O)N(CCO)CCO)C1=CC=C(C=C1)F (2-[5-(2-aminopyridi n-4-yl)-4-(4-fluorophenyl)-1-methyl-1H-imidazol-2-ylsulfanyl]-N,N-bis(2-hydroxyethyl)acetamide). RXN SMILES: C([NH:4][C:5]1[CH:10]=[C:9]([C:11]2[N:15]([CH3:16])[C:14]([S:17][CH2:18][C:19]([N:21]([CH2:25][CH2:26][OH:27])[CH2:22][CH2:23][OH:24])=[O:20])=[N:13][C:12]=2[C:28]2[CH:33]=[CH:32][C:31]([F:34])=[CH:30][CH:29]=2)[CH:8]=[CH:7][N:6]=1)(=O)C.[OH-].[Na+]>Cl>[NH2:4][C:5]1[CH:10]=[C:9]([C:11]2[N:15]([CH3:16])[C:14]([S:17][CH2:18][C:19]([N:21]([CH2:25][CH2:26][OH:27])[CH2:22][CH2:23][OH:24])=[O:20])=[N:13][C:12]=2[C:28]2[CH:29]=[CH:30][C:31]([F:34])=[CH:32][CH:33]=2)[CH:8]=[CH:7][N:6]=1 |f:1.2|. Procedure details: 50 ml of HCl 10% are added to 2-[5-(2-acetylaminopyridin-4-yl)-4-(4-fluorophenyl)-1-methyl-1H-imidazol-2-ylsulfanyl]-N,N-bis(2-hydroxyethyl)acetamide (0.6 mmol/0.293 g), and the mixture is stirred at room temperature for 6 h. The mixture is then slowly neutralized using 2N NaOH, resulting in the precipitation of 2-[5-(2-aminopyridi n-4-yl)-4-(4-fluorophenyl)-1-methyl-1H-imidazol-2-ylsulfanyl]-N,N-bis(2-hydroxyethyl)acetamide as a whitish powder. The precipitate is filtered off with suction, wash... Reactants: FC(C(=O)NC=1N=C2N(C=C(C=C2)C(C2=CC=CC=C2)=O)C1C1=CSC=C1)(F)F (2-trifluoroacetamido-3-(thiophen-3-yl)-6-benzoyl-imidazo[1,2-a]pyridine). The solvent is CC(OCC)=O (EA). Yields the product NC=1N=C2N(C=C(C=C2)C(C2=CC=CC=C2)=O)C1C1=CSC=C1 (2-Amino-3-(thiophen-3-yl)-6-benzoyl-imidazo[1,2-a]pyridine). As a reaction SMILES: FC(F)(F)C([NH:5][C:6]1[N:7]=[C:8]2[CH:13]=[CH:12][C:11]([C:14](=[O:21])[C:15]3[CH:20]=[CH:19][CH:18]=[CH:17][CH:16]=3)=[CH:10][N:9]2[C:22]=1[C:23]1[CH:27]=[CH:26][S:25][CH:24]=1)=O>CC(=O)OCC>[NH2:5][C:6]1[N:7]=[C:8]2[CH:13]=[CH:12][C:11]([C:14](=[O:21])[C:15]3[CH:16]=[CH:17][CH:18]=[CH:19][CH:20]=3)=[CH:10][N:9]2[C:22]=1[C:23]1[CH:27]=[CH:26][S:25][CH:24]=1. Procedure details: The 2-trifluoroacetamido-3-(thiophen-3-yl)-6-benzoyl-imidazo[1,2-a]pyridine (8.88 g, 21.4 mmol) was converted to product in a manner substantially analogous to Example 67 to yield 5.51 g. (80.7%). EA, MS(FD).